Dataset: the Open Reaction Database (ORD), a public repository of structured organic reaction records. Task: describe an organic reaction: reactants, conditions, products, and yield The reactants are COS(=O)(=O)OC, CCO, [Na+], [Na], [OH-], O, O=S(=O)(O)c1ccc2cc(O)ccc2c1. The product is COc1ccc2cc(S(=O)(=O)O)ccc2c1. RXN SMILES: [CH3:19][O:20][S:21]([O:22][CH3:23])(=[O:24])=[O:25].[CH3:27][CH2:28][OH:29].[Na+:18].[Na:16].[OH-:17].[OH2:26].[OH:1][c:2]1[cH:3][c:4]2[cH:5][cH:6][c:7]([S:12](=[O:13])(=[O:14])[OH:15])[cH:8][c:9]2[cH:10][cH:11]1>>[O:1]([c:2]1[cH:3][c:4]2[cH:5][cH:6][c:7]([S:12](=[O:13])(=[O:14])[OH:15])[cH:8][c:9]2[cH:10][cH:11]1)[CH3:19]. Procedure: The title compound was prepared as a white solid from reaction of (N-Azetidin-3-yl-2-(5-trifluoromethyl-benzo[d]isoxazol-3-ylamino)-acetamide TFA salt (as prepared in Example 1, Step D) and 4-isopropyl-cyclohexanone using the procedure described in Step E of Example 1. As a reaction SMILES: OC(C(F)(F)F)=O.[NH:8]1[CH2:11][CH:10]([NH:12][C:13](=[O:29])[CH2:14][NH:15][C:16]2[C:20]3[CH:21]=[C:22]([C:25]([F:28])([F:27])[F:26])[CH:23]=[CH:24][C:19]=3[O:18][N:17]=2)[CH2:9]1.[CH:30]([CH:33]1[CH2:38][CH2:37][C:36](=O)[CH2:35][CH2:34]1)([CH3:32])[CH3:31]>>[CH:30]([CH:33]1[CH2:38][CH2:37][CH:36]([N:8]2[CH2:11][CH:10]([NH:12][C:13](=[O:29])[CH2:14][NH:15][C:16]3[C:20]4[CH:21]=[C:22]([C:25]([F:27])([F:26])[F:28])[CH:23]=[CH:24][C:19]=4[O:18][N:17]=3)[CH2:9]2)[CH2:35][CH2:34]1)([CH3:32])[CH3:31] |f:0.1|. The reactants are OC(=O)C(F)(F)F.N1CC(C1)NC(CNC1=NOC2=C1C=C(C=C2)C(F)(F)F)=O (N-Azetidin-3-yl-2-(5-trifluoromethyl-benzo[d]isoxazol-3-ylamino)-acetamide TFA salt), C(C)(C)C1CCC(CC1)=O (4-isopropyl-cyclohexanone). Product: C(C)(C)C1CCC(CC1)N1CC(C1)NC(CNC1=NOC2=C1C=C(C=C2)C(F)(F)F)=O (N-[1-(4-Isopropyl-cyclohexyl)-azetidin-3-yl]-2-(5-trifluoromethyl-benzo[d]isoxazol-3-ylamino)-acetamide). Reactants: C=C(O[Si](C)(C)C)c1c(CC)nc(CCC)n1Cc1ccc(Br)cc1F, C1CCOC1, [Na+], O=C([O-])O, O=C1CCC(=O)N1Br. Yields the product CCCc1nc(CC)c(C(=O)CBr)n1Cc1ccc(Br)cc1F. As a reaction SMILES: [Br:1][c:2]1[cH:3][c:4]([F:26])[c:5]([CH2:6][n:7]2[c:8]([CH2:21][CH2:22][CH3:23])[n:9][c:10]([CH2:19][CH3:20])[c:11]2[C:12](=[CH2:13])[O:14][Si:15]([CH3:16])([CH3:17])[CH3:18])[cH:24][cH:25]1.[CH2:40]1[O:41][CH2:42][CH2:43][CH2:44]1.[Na+:39].[O-:35][C:36]([OH:37])=[O:38].[O:27]=[C:28]1[N:29]([Br:34])[C:30](=[O:31])[CH2:32][CH2:33]1>>[Br:1][c:2]1[cH:3][c:4]([F:26])[c:5]([CH2:6][n:7]2[c:8]([CH2:21][CH2:22][CH3:23])[n:9][c:10]([CH2:19][CH3:20])[c:11]2[C:12](=[O:13])[CH2:14][Br:34])[cH:24][cH:25]1. Starting materials: ClCC(CC(=O)OCC)=O (ethyl 4-chloroacetoacetate), C(C)O (Ethanol), [H-].[Na+] (Sodium hydride), OC1CCN(CC1)C (4-hydroxy-1-methyl-piperidine). Run in CN(C=O)C (dimethylformamide), CN(C=O)C (dimethylformamide). Conditions: time 1 hour. The product is CN1CCC(CC1)OCC(CC(=O)OCC)=O (Ethyl 4-(1-methylpiperid-4-yloxy)acetoacetate). The yield is 85.0%. As a reaction SMILES: [H-].[Na+].[OH:3][CH:4]1[CH2:9][CH2:8][N:7]([CH3:10])[CH2:6][CH2:5]1.Cl[CH2:12][C:13](=[O:20])[CH2:14][C:15]([O:17][CH2:18][CH3:19])=[O:16].C(O)C>CN(C)C=O>[CH3:10][N:7]1[CH2:8][CH2:9][CH:4]([O:3][CH2:12][C:13](=[O:20])[CH2:14][C:15]([O:17][CH2:18][CH3:19])=[O:16])[CH2:5][CH2:6]1 |f:0.1|. Procedure details: Sodium hydride (5.0 g of 50% dispersion in mineral oil) was added portionwise to a stirred solution of 4-hydroxy-1-methyl-piperidine (11.5 g) in dry dimethylformamide (80 ml). The mixture was stirred at room temperature for 1 hour and then cooled to 10° C. A solution of ethyl 4-chloroacetoacetate (8.2 g) in dry dimethylformamide (20 ml) was added dropwise with stirring and stirring was continued for a further 20 hours at room temperature. Ethanol (10 ml) was added and the solution was evaporated... Starting materials: CC[SiH](CC)CC, ClCCl, Cc1ccc(C(=O)Nc2ccc(Oc3cc4cnn(C)c4cc3-c3cnn(C(=O)OC(C)(C)C)c3)c(F)c2)c(=O)n1-c1ccc(F)cc1, O=C(O)C(F)(F)F. Yields the product Cc1ccc(C(=O)Nc2ccc(Oc3cc4cnn(C)c4cc3-c3cn[nH]c3)c(F)c2)c(=O)n1-c1ccc(F)cc1. Reaction SMILES: [CH2:49]([SiH:50]([CH2:51][CH3:52])[CH2:53][CH3:54])[CH3:55].[Cl:63][CH2:64][Cl:65].[F:1][c:2]1[c:3]([O:4][c:5]2[cH:6][c:7]3[cH:8][n:9][n:10]([CH3:26])[c:11]3[cH:12][c:13]2-[c:14]2[cH:15][n:16][n:17]([C:19]([O:20][C:21]([CH3:22])([CH3:23])[CH3:24])=[O:25])[cH:18]2)[cH:27][cH:28][c:29]([NH:31][C:32](=[O:33])[c:34]2[c:35](=[O:48])[n:36](-[c:41]3[cH:42][cH:43][c:44]([F:47])[cH:45][cH:46]3)[c:37]([CH3:40])[cH:38][cH:39]2)[cH:30]1.[F:56][C:57]([F:58])([F:59])[C:60]([OH:61])=[O:62]>>[F:1][c:2]1[c:3]([O:4][c:5]2[cH:6][c:7]3[cH:8][n:9][n:10]([CH3:26])[c:11]3[cH:12][c:13]2-[c:14]2[cH:15][n:16][nH:17][cH:18]2)[cH:27][cH:28][c:29]([NH:31][C:32](=[O:33])[c:34]2[c:35](=[O:48])[n:36](-[c:41]3[cH:42][cH:43][c:44]([F:47])[cH:45][cH:46]3)[c:37]([CH3:40])[cH:38][cH:39]2)[cH:30]1. The reactants are FC(S(=O)(=O)NCCCCNCC1=CC=CC=2N1C=CN2)(F)F (5-[N-[4-(trifluoromethanesulfonamido)butan-1-yl]aminomethyl]-imidazo[1,2-a]pyridine), aqueous solution, C=O (formaldehyde). Solvent: C(C)(=O)O (acetic acid). Run at temperature 100 celsius. The product is FC(S(=O)(=O)NCCCCN1CC2=CN=C3C=CC=C(C1)N32)(F)F (4,5-dihydro-4-[4-(trifluoro-methanesulfonamido)butan-1-yl]-3H-1,4,8b-triazaacenaphthylene). Reaction SMILES: [F:1][C:2]([F:23])([F:22])[S:3]([NH:6][CH2:7][CH2:8][CH2:9][CH2:10][NH:11][CH2:12][C:13]1[N:18]2[CH:19]=[CH:20][N:21]=[C:17]2[CH:16]=[CH:15][CH:14]=1)(=[O:5])=[O:4].[CH2:24]=O>C(O)(=O)C>[F:23][C:2]([F:1])([F:22])[S:3]([NH:6][CH2:7][CH2:8][CH2:9][CH2:10][N:11]1[CH2:12][C:13]2[N:18]3[C:19](=[CH:20][N:21]=[C:17]3[CH:16]=[CH:15][CH:14]=2)[CH2:24]1)(=[O:5])=[O:4]. Procedure details: To a solution of 6.91 g (19.72 mmol) of 5-[N-[4-(trifluoromethanesulfonamido)butan-1-yl]aminomethyl]-imidazo[1,2-a]pyridine in 20 ml of acetic acid was added 22.1 ml (295.8 mmol) of a 37% aqueous solution of formaldehyde. The mixture was heated at 100° C. for 30 minutes. The solvent was then distilled off under reduced pressure, and the residue was dissolved in 100 ml of a saturated aqueous solution of potassium hydrogencarbonate. This solution was neutralized, under ice-cooling, with 1N HCl, wh...